This data is from the Open Reaction Database (ORD), a public repository of structured organic reaction records. The task is: describe an organic reaction: reactants, conditions, products, and yield Reactants: CO, CCOCC, [K+], [OH-], OCCO, CC1=C(O)C(=O)N(c2ccc3nc[nH]c3c2)C1c1ccc(N2CCOCC2)cc1. Yields the product COC1=C(C)C(c2ccc(N3CCOCC3)cc2)N(c2ccc3nc[nH]c3c2)C1=O. As a reaction SMILES: [CH3:41][OH:42].[CH3:7][CH2:8][O:9][CH2:10][CH3:11].[K+:2].[OH-:1].[OH:3][CH2:4][CH2:5][OH:6].[nH:12]1[cH:13][n:14][c:15]2[c:16]1[cH:17][c:18]([N:21]1[C:22](=[O:40])[C:23]([OH:39])=[C:24]([CH3:38])[CH:25]1[c:26]1[cH:27][cH:28][c:29]([N:32]3[CH2:33][CH2:34][O:35][CH2:36][CH2:37]3)[cH:30][cH:31]1)[cH:19][cH:20]2>>[CH3:4][O:39][C:23]1=[C:24]([CH3:38])[CH:25]([c:26]2[cH:27][cH:28][c:29]([N:32]3[CH2:33][CH2:34][O:35][CH2:36][CH2:37]3)[cH:30][cH:31]2)[N:21]([c:18]2[cH:17][c:16]3[nH:12][cH:13][n:14][c:15]3[cH:20][cH:19]2)[C:22]1=[O:40]. Reactants: Clc1ncnc2c1CN(Cc1ccccc1)CC2, CC#N, Nc1ccc(F)cc1. Product: Fc1ccc(Nc2ncnc3c2CN(Cc2ccccc2)CC3)cc1. As a reaction SMILES: [CH2:1]([c:2]1[cH:3][cH:4][cH:5][cH:6][cH:7]1)[N:8]1[CH2:9][c:10]2[c:11]([n:12][cH:13][n:14][c:15]2[Cl:16])[CH2:17][CH2:18]1.[CH3:27][C:28]#[N:29].[F:19][c:20]1[cH:21][cH:22][c:23]([NH2:26])[cH:24][cH:25]1>>[CH2:1]([c:2]1[cH:3][cH:4][cH:5][cH:6][cH:7]1)[N:8]1[CH2:9][c:10]2[c:11]([n:12][cH:13][n:14][c:15]2[NH:26][c:23]2[cH:22][cH:21][c:20]([F:19])[cH:25][cH:24]2)[CH2:17][CH2:18]1.